From a dataset of the Open Reaction Database (ORD), a public repository of structured organic reaction records. describe an organic reaction: reactants, conditions, products, and yield Reaction conditions: temperature 35 celsius, time 24 hour. Product: C(OCC)(OC(C)Br)=O (ethyl alpha-bromoethyl carbonate). Reagents/catalysts: [Br-].C(CCCCCCCCCCCCCCC)[N+](C)(C)C (cetyl trimethyl ammonium bromide). Reported procedure: A mixture of lithium bromide (43 g, 0.5 m), ethyl alphachloroethyl carbonate (15.3 g, 0.1 m); water (100 ml), dichloromethane (100 ml) and cetyl trimethyl ammonium bromide (1.5 g) was stirred at ambient temperature for 24 hours. The aqueous layer was removed and replaced by a fresh solution of lithium bromide (26 g, 0.3 m) in water (40 ml) containing cetyl trimethyl ammonium bromide (1 g). After stirring for a further 24 hours during which time the temperature was raised to 35° C., the organic l... Reactants: O (water), [Br-].[Li+] (lithium bromide), C(OCC)(OC(C)Cl)=O (ethyl alphachloroethyl carbonate). The solvent is ClCCl (dichloromethane). The yield is 75.9%. RXN SMILES: [Br-:1].[Li+].[C:3](=[O:11])([O:7][CH:8](Cl)[CH3:9])[O:4][CH2:5][CH3:6].O>[Br-].C([N+](C)(C)C)CCCCCCCCCCCCCCC.ClCCl>[C:3](=[O:11])([O:7][CH:8]([Br:1])[CH3:9])[O:4][CH2:5][CH3:6] |f:0.1,4.5|.